This data is from the Open Reaction Database (ORD), a public repository of structured organic reaction records. The task is: describe an organic reaction: reactants, conditions, products, and yield The solvent is solution, C(Cl)Cl (CH2Cl2). Procedure details: (S)-3-[6-Methoxy-2-(2-quinolin-4-yl-ethoxy)-pyridin-3-sulfonylamino]-4-oxo-butyric acid tert-butyl ester (0.18 g, 0.35 mmol) was stirred in 5 mL of a solution of 25% TFA in CH2Cl2 at room temperature for 2 h. Analytical HPLC indicated the reaction was complete. The reaction mixture was concentrated. Residual TFA was azeotroped with toluene. The crude product was purified by preparative-scale reverse phase HPLC (0 to 30% acetonitrile in H2O with 0.1% TFA over 2.5 hours at 15 mL/min on Vydac 2.5×2... The product is COC1=CC=C(C(=N1)OCCC1=CC=NC2=CC=CC=C12)S(=O)(=O)N[C@@H](CC(=O)O)C=O ((S)-3-[6-Methoxy-2-(2-quinolin-4-yl-ethoxy)-pyridin-3-sulfonylamino]-4-oxo-butyric acid). As a reaction SMILES: C([O:5][C:6](=[O:36])[CH2:7][C@H:8]([NH:11][S:12]([C:15]1[C:16]([O:23][CH2:24][CH2:25][C:26]2[C:35]3[C:30](=[CH:31][CH:32]=[CH:33][CH:34]=3)[N:29]=[CH:28][CH:27]=2)=[N:17][C:18]([O:21][CH3:22])=[CH:19][CH:20]=1)(=[O:14])=[O:13])[CH:9]=[O:10])(C)(C)C.C(O)(C(F)(F)F)=O>C(Cl)Cl>[CH3:22][O:21][C:18]1[N:17]=[C:16]([O:23][CH2:24][CH2:25][C:26]2[C:35]3[C:30](=[CH:31][CH:32]=[CH:33][CH:34]=3)[N:29]=[CH:28][CH:27]=2)[C:15]([S:12]([NH:11][C@H:8]([CH:9]=[O:10])[CH2:7][C:6]([OH:36])=[O:5])(=[O:14])=[O:13])=[CH:20][CH:19]=1. Reactants: C(C)(C)(C)OC(C[C@@H](C=O)NS(=O)(=O)C=1C(=NC(=CC1)OC)OCCC1=CC=NC2=CC=CC=C12)=O ((S)-3-[6-Methoxy-2-(2-quinolin-4-yl-ethoxy)-pyridin-3-sulfonylamino]-4-oxo-butyric acid tert-butyl ester), C(=O)(C(F)(F)F)O (TFA). Reactants: BrB(Br)Br, ClCCl, COc1ccc(F)cc1-c1ccccc1-c1ccccc1. Yields the product Oc1ccc(F)cc1-c1ccccc1-c1ccccc1. As a reaction SMILES: [B:22]([Br:23])([Br:24])[Br:25].[CH2:26]([Cl:27])[Cl:28].[F:1][c:2]1[cH:3][cH:4][c:5]([O:20][CH3:21])[c:6](-[c:8]2[c:9](-[c:14]3[cH:15][cH:16][cH:17][cH:18][cH:19]3)[cH:10][cH:11][cH:12][cH:13]2)[cH:7]1>>[F:1][c:2]1[cH:3][cH:4][c:5]([OH:20])[c:6](-[c:8]2[c:9](-[c:14]3[cH:15][cH:16][cH:17][cH:18][cH:19]3)[cH:10][cH:11][cH:12][cH:13]2)[cH:7]1.